This data is from the Open Reaction Database (ORD), a public repository of structured organic reaction records. The task is: describe an organic reaction: reactants, conditions, products, and yield Reactants: C=1C=CC(=CC1)[C@H]2C=3C=CC=CC3CCN2C(=O)O[C@H]4CN5CCC4CC5 (Solifenacin), C(\C=C/C(=O)O)(=O)O (maleic acid). Solvent: C(C)(=O)OC(C)C (isopropyl acetate). Conditions: temperature 45 celsius, time 8 hour. Yields the product C=1C=CC(=CC1)[C@H]2C=3C=CC=CC3CCN2C(=O)O[C@H]4CN5CCC4CC5.C(\C=C/C(=O)[O-])(=O)[O-] (Solifenacin Maleate). As a reaction SMILES: [CH:1]1[CH:2]=[CH:3][C:4]([C@@H:7]2[N:16]([C:17]([O:19][C@@H:20]3[CH:25]4[CH2:26][CH2:27][N:22]([CH2:23][CH2:24]4)[CH2:21]3)=[O:18])[CH2:15][CH2:14][C:13]3[CH:12]=[CH:11][CH:10]=[CH:9][C:8]2=3)=[CH:5][CH:6]=1.[C:28]([OH:35])(=[O:34])/[CH:29]=[CH:30]\[C:31]([OH:33])=[O:32]>C(OC(C)C)(=O)C>[CH:1]1[CH:6]=[CH:5][C:4]([C@@H:7]2[N:16]([C:17]([O:19][C@@H:20]3[CH:25]4[CH2:24][CH2:23][N:22]([CH2:27][CH2:26]4)[CH2:21]3)=[O:18])[CH2:15][CH2:14][C:13]3[CH:12]=[CH:11][CH:10]=[CH:9][C:8]2=3)=[CH:3][CH:2]=1.[C:28]([O-:35])(=[O:34])/[CH:29]=[CH:30]\[C:31]([O-:33])=[O:32] |f:3.4|. Reported procedure: 6 g of solifenacin base from example 1 was dissolved in 60 ml of isopropyl acetate; 1.92 g of maleic acid was added and the mixture was heated to 45° C. for 15 minutes. The mixture is kept at room temperature overnight. In these conditions a colorless oil is obtained. Reactants: [Al], Cc1ccc(Cl)c(Nc2ccccc2C(=O)CS(C)=O)c1Cl, C1CCOC1, O. The product is [Al], CC(=O)c1ccccc1Nc1c(Cl)ccc(C)c1Cl. Reaction SMILES: [Al:23].[Cl:1][c:2]1[c:3]([NH:10][c:11]2[c:12]([C:17]([CH2:18][S:19]([CH3:20])=[O:21])=[O:22])[cH:13][cH:14][cH:15][cH:16]2)[c:4]([Cl:9])[cH:5][cH:6][c:7]1[CH3:8].[O:24]1[CH2:25][CH2:26][CH2:27][CH2:28]1.[OH2:29]>>[Al:23].[Cl:1][c:2]1[c:3]([NH:10][c:11]2[c:12]([C:17]([CH3:18])=[O:22])[cH:13][cH:14][cH:15][cH:16]2)[c:4]([Cl:9])[cH:5][cH:6][c:7]1[CH3:8].